Task: describe an organic reaction: reactants, conditions, products, and yield. Dataset: the Open Reaction Database (ORD), a public repository of structured organic reaction records The reactants are C[Si](C)(C)OCC1c2c(c3ccccc3c3ccccc23)-c2c1c1ccccc1c1ccccc21, O=C(Cl)Cl, ClCCl. The product is O=C(Cl)OCC1c2c(c3ccccc3c3ccccc23)-c2c1c1ccccc1c1ccccc21. RXN SMILES: [CH3:1][Si:2]([O:3][CH2:4][CH:5]1[c:6]2[c:7]3[c:8]([c:9]4[c:10]([c:11]2-[c:12]2[c:13]5[c:14]([c:15]6[c:16]([c:17]21)[cH:18][cH:19][cH:20][cH:21]6)[cH:22][cH:23][cH:24][cH:25]5)[cH:26][cH:27][cH:28][cH:29]4)[cH:30][cH:31][cH:32][cH:33]3)([CH3:34])[CH3:35].[Cl:36][C:37]([Cl:38])=[O:39].[Cl:40][CH2:41][Cl:42]>>[O:3]([CH2:4][CH:5]1[c:6]2[c:7]3[c:8]([c:9]4[c:10]([c:11]2-[c:12]2[c:13]5[c:14]([c:15]6[c:16]([c:17]21)[cH:18][cH:19][cH:20][cH:21]6)[cH:22][cH:23][cH:24][cH:25]5)[cH:26][cH:27][cH:28][cH:29]4)[cH:30][cH:31][cH:32][cH:33]3)[C:37]([Cl:36])=[O:39]. Starting materials: BrC(CCCCC=C)C (7-bromo-octene), S(=O)(=O)(O)C1=CC=C(C)C=C1.CNCCCCC=C (N-Methylhex-5-en-1-amine tosylate salt). The product is S(=O)(=O)(O)C1=CC=C(C)C=C1.CNCCCCC=CCC (N-Methyloct-5-en-1-amine tosylate salt). Reaction SMILES: Br[CH:2]([CH3:9])[CH2:3][CH2:4][CH2:5][CH2:6][CH:7]=[CH2:8].[S:10]([C:14]1[CH:20]=[CH:19][C:17]([CH3:18])=[CH:16][CH:15]=1)([OH:13])(=[O:12])=[O:11].[CH3:21][NH:22]CCCCC=C>>[S:10]([C:14]1[CH:20]=[CH:19][C:17]([CH3:18])=[CH:16][CH:15]=1)([OH:13])(=[O:12])=[O:11].[CH3:21][NH:22][CH2:9][CH2:2][CH2:3][CH2:4][CH:5]=[CH:6][CH2:7][CH3:8] |f:1.2,3.4|. Procedure details: Compound 32c was synthesized from 7-bromo-octene as a white powder in quantitative yield, following the procedure as described for compound 32a. Starting materials: CN(C)c1ccncc1, Cc1ccccc1, COc1cc2nccc(Cl)c2cc1OC, Oc1ccc(-c2ccc(Oc3ccccc3)nn2)cc1F. Yields the product COc1cc2nccc(Oc3ccc(-c4ccc(Oc5ccccc5)nn4)cc3F)c2cc1OC. As a reaction SMILES: [CH3:37][N:38]([c:39]1[cH:40][cH:41][n:42][cH:43][cH:44]1)[CH3:45].[CH3:46][c:47]1[cH:48][cH:49][cH:50][cH:51][cH:52]1.[Cl:1][c:2]1[cH:3][cH:4][n:5][c:6]2[cH:7][c:8]([O:14][CH3:15])[c:9]([O:12][CH3:13])[cH:10][c:11]12.[F:16][c:17]1[c:18]([OH:36])[cH:19][cH:20][c:21](-[c:23]2[n:24][n:25][c:26]([O:29][c:30]3[cH:31][cH:32][cH:33][cH:34][cH:35]3)[cH:27][cH:28]2)[cH:22]1>>[c:2]1([O:36][c:18]2[c:17]([F:16])[cH:22][c:21](-[c:23]3[n:24][n:25][c:26]([O:29][c:30]4[cH:31][cH:32][cH:33][cH:34][cH:35]4)[cH:27][cH:28]3)[cH:20][cH:19]2)[cH:3][cH:4][n:5][c:6]2[cH:7][c:8]([O:14][CH3:15])[c:9]([O:12][CH3:13])[cH:10][c:11]12. The reactants are CC=1NC=CC(C1OCC1=CC=CC=C1)=O (2-methyl-3-benzyloxypyridine-4(1H)-one), C(C)O (ethanol). The reagents and catalysts are [Pd] (Pd/C). The solvent is OCC(O)CO (glycerol), OCC(O)CO (glycerol). Run at time 24 hour. The product is CC=1NC=CC(C1O)=O (2-methyl-3-hydroxypyridine-4(1H)-one). Isolated yield 71.0%. RXN SMILES: [CH3:1][C:2]1[NH:3][CH:4]=[CH:5][C:6](=[O:16])[C:7]=1[O:8]CC1C=CC=CC=1.C(O)C>[Pd].OCC(CO)O>[CH3:1][C:2]1[NH:3][CH:4]=[CH:5][C:6](=[O:16])[C:7]=1[OH:8]. Procedure: 4.2 g (14.5 mmol) of 2-methyl-3-benzyloxypyridine-4(1H)-one of glycerol is put into the mixture of 54 mL ethanol—6 mL H2O, and 0.11 g of Pd/C at 10% is added. The reaction medium is subjected to catalytic hydrogenolysis under agitation at room temperature for 24 hours. At the end of this hydrogenolysis, the reaction medium is filtered. The filtered Pd/C is washed with EtOH; then the filtrate is evaporated under reduced pressure. The solid residue is re-crystallized in a MeOH-ethyl acetate mixtur...